Dataset: the Open Reaction Database (ORD), a public repository of structured organic reaction records. Task: describe an organic reaction: reactants, conditions, products, and yield Starting materials: TEA, NC(C(=O)O[C@H]1CN2CCC1CC2)C2=CC=CC=C2 ((R)-quinuclidin-3-yl 2-amino-2-phenylacetate), C1(=CC=CC=C1)S(=O)(=O)Cl (Benzenesulfonyl chloride). The solvent is C(Cl)Cl (DCM). Reaction conditions: time 1 hour. Product: C1(=CC=CC=C1)C(C(=O)O[C@H]1CN2CCC1CC2)NS(=O)(=O)C2=CC=CC=C2 ((R)-quinuclidin-3-yl 2-phenyl-2-(phenylsulfonamido)acetate). Yield: 66.4%. RXN SMILES: [NH2:1][CH:2]([C:14]1[CH:19]=[CH:18][CH:17]=[CH:16][CH:15]=1)[C:3]([O:5][C@@H:6]1[CH:11]2[CH2:12][CH2:13][N:8]([CH2:9][CH2:10]2)[CH2:7]1)=[O:4].[C:20]1([S:26](Cl)(=[O:28])=[O:27])[CH:25]=[CH:24][CH:23]=[CH:22][CH:21]=1>C(Cl)Cl>[C:14]1([CH:2]([NH:1][S:26]([C:20]2[CH:25]=[CH:24][CH:23]=[CH:22][CH:21]=2)(=[O:28])=[O:27])[C:3]([O:5][C@@H:6]2[CH:11]3[CH2:10][CH2:9][N:8]([CH2:13][CH2:12]3)[CH2:7]2)=[O:4])[CH:19]=[CH:18][CH:17]=[CH:16][CH:15]=1. Procedure: (R)-quinuclidin-3-yl 2-amino-2-phenylacetate (I30) (100 mg, 0.38 mmol) was dissolved in DCM (4 ml) and TEA (0.11 ml, 0.77 mmol). Benzenesulfonyl chloride (59 μl, 0.46 mmol) was added and the solution was stirred at RT for 1 hour. The volatiles were evaporated and the residue was purified by flash chromatography (DCM/MeOH/NH4OH=95/5/0.3) to obtain (R)-quinuclidin-3-yl 2-phenyl-2-(phenylsulfonamido)acetate (101 mg; 66% yield). Starting materials: CC(=O)[O-], CCO, CC(C)OC(=O)N1CCCC(=O)c2ccc(Cl)cc21, Cl, NO, [Na+], O. The product is CC(C)OC(=O)N1CCCC(=NO)c2ccc(Cl)cc21. As a reaction SMILES: [CH3:24][C:25](=[O:26])[O-:27].[CH3:28][CH2:29][OH:30].[CH:1]([CH3:2])([CH3:3])[O:4][C:5](=[O:6])[N:7]1[c:8]2[c:9]([cH:15][cH:16][c:17]([Cl:19])[cH:18]2)[C:10](=[O:14])[CH2:11][CH2:12][CH2:13]1.[ClH:20].[NH2:21][OH:22].[Na+:23].[OH2:31]>>[CH:1]([CH3:2])([CH3:3])[O:4][C:5](=[O:6])[N:7]1[c:8]2[c:9]([cH:15][cH:16][c:17]([Cl:19])[cH:18]2)[C:10](=[N:21][OH:22])[CH2:11][CH2:12][CH2:13]1. Starting materials: B(F)(F)F.CCOCC (boron trifluoride etherate), SCC(CS)S (1,2,3-trimercaptopropane), C(CCC(=O)C)(=O)OCC (ethyl levulinate). Run in C(Cl)Cl (methylene chloride). Yields the product SCC1SC(SC1)(CCC(=O)OCC)C (Ethyl 4-(mercaptomethyl)-2-methyl-1,3-dithiolane-2-propanoate), product. Yield: 31.0%. Reaction SMILES: [SH:1][CH2:2][CH:3]([SH:6])[CH2:4][SH:5].[C:7]([O:14][CH2:15][CH3:16])(=[O:13])[CH2:8][CH2:9][C:10]([CH3:12])=O.B(F)(F)F.CCOCC>C(Cl)Cl>[SH:1][CH2:2][CH:3]1[CH2:4][S:5][C:10]([CH3:12])([CH2:9][CH2:8][C:7]([O:14][CH2:15][CH3:16])=[O:13])[S:6]1 |f:2.3|. Procedure details: The title compound was prepared according to the procedure of Example 1 using 1,2,3-trimercaptopropane (5.6 g, 0.04 mol), ethyl levulinate (5.8 g, 0.04 mol) and boron trifluoride etherate (1.25 ml) in methylene chloride (150 ml). The crude product was chromatographed on silica gel using 5% ethyl acetate/hexane as eluent to give 3.35 g (31%) of product. Starting materials: BrCCCCN1C(C=2C(C1=O)=CC=CC2)=O (N-(4-bromobutyl)phthalimide), N1C=NC=C1 (imidazole), [H-].[Na+] (sodium hydride). Solvent: CN(C)C=O (DMF), CN(C)C=O (DMF), CN(C)C=O (DMF). Run at temperature 95 celsius. Yields the product N1(C=NC=C1)CCCCN1C(C=2C(C1=O)=CC=CC2)=O (N-[4-(imidazol-1-yl)butyl]phthalimide). RXN SMILES: [NH:1]1[CH:5]=[CH:4][N:3]=[CH:2]1.[H-].[Na+].Br[CH2:9][CH2:10][CH2:11][CH2:12][N:13]1[C:17](=[O:18])[C:16]2=[CH:19][CH:20]=[CH:21][CH:22]=[C:15]2[C:14]1=[O:23]>CN(C=O)C>[N:1]1([CH2:9][CH2:10][CH2:11][CH2:12][N:13]2[C:17](=[O:18])[C:16]3=[CH:19][CH:20]=[CH:21][CH:22]=[C:15]3[C:14]2=[O:23])[CH:5]=[CH:4][N:3]=[CH:2]1 |f:1.2|. Procedure: A solution of imidazole (13.6 g) in dry DMF (50 ml) was added dropwise to a stirred suspension of sodium hydride (8.0 g, 60% dispersion in oil) in dry DMF (250 ml) at ambient temperature under nitrogen for 2.5 hours. A slurry of N-(4-bromobutyl)phthalimide (53.6 g) in dry DMF (80 ml) was added and the mixture heated at 95° C. for 16 hours. The solvent was evaporated off under vacuum and the residue was extracted with hot toluene. The combined toluene extracts were evaporated to dryness and the r... Reaction SMILES: [CH2:22]1[O:23][CH2:24][CH2:25][CH2:26]1.[ClH:21].[O:1]1[CH2:3][CH2:2][O:4][C:5]12[CH2:6][CH2:7][CH:8]([c:11]1[cH:12][cH:13][c:14]([C:15](=[O:16])[O:17][CH3:18])[cH:19][cH:20]1)[CH2:9][CH2:10]2>>[O:4]=[C:5]1[CH2:6][CH2:7][CH:8]([c:11]2[cH:12][cH:13][c:14]([C:15](=[O:16])[O:17][CH3:18])[cH:19][cH:20]2)[CH2:9][CH2:10]1. The product is COC(=O)c1ccc(C2CCC(=O)CC2)cc1. The reactants are C1CCOC1, Cl, COC(=O)c1ccc(C2CCC3(CC2)OCCO3)cc1. The reactants are COC=1C=CC(=C(C1)CCOC(C)=O)C(C(F)(F)F)(C)O (acetic acid 2-[5-methoxy-2-(2,2,2-trifluoro-1-hydroxy-1-methyl-ethyl)-phenyl]-ethyl ester), [OH-].[Na+] (sodium hydroxide). The solvent is O (water). Conditions: time 12 hour. The product is FC(C(C)(O)C1=C(C=C(C=C1)OC)CCO)(F)F (1,1,1-trifluoro-2-[2-(2-hydroxy-ethyl)-4-methoxy-phenyl]-propan-2-ol). Yield: 52.0%. Reaction SMILES: [CH3:1][O:2][C:3]1[CH:4]=[CH:5][C:6]([C:15]([OH:21])([CH3:20])[C:16]([F:19])([F:18])[F:17])=[C:7]([CH2:9][CH2:10][O:11]C(=O)C)[CH:8]=1.[OH-].[Na+]>O>[F:17][C:16]([F:18])([F:19])[C:15]([C:6]1[CH:5]=[CH:4][C:3]([O:2][CH3:1])=[CH:8][C:7]=1[CH2:9][CH2:10][OH:11])([OH:21])[CH3:20] |f:1.2|. Reported procedure: To the crude reaction mixture described in example 3 containing acetic acid 2-[5-methoxy-2-(2,2,2-trifluoro-1-hydroxy-1-methyl-ethyl)-phenyl]-ethyl ester was added 1N aqueous sodium hydroxide (75.0 mL, 75 mmol). The reaction mixture was allowed to warm to room temperature and was stirred 12 hours. The reaction mixture was poured into water (75 mL) and extracted with methyl tert-butyl ether (150 mL). The organic layer was washed with water (75 mL) and brine (75 mL), dried over magnesium sulfate, ...